Task: describe an organic reaction: reactants, conditions, products, and yield. Dataset: the Open Reaction Database (ORD), a public repository of structured organic reaction records Starting materials: C(#C)C1=CC=C(C=C1)C1=C(C=CC=C1)F (1-ethynyl-4-(2-fluorophenyl)benzene), ClC1=C(C=CC=C1)C1=CC=C(C=C1)C(C)=O (4'-(2-chlorophenyl)acetophenone), S(O)(O)(=O)=O (sulfuric acid). Solvent: C1=CC=CC=C1 (benzene). Run at time 13 hour. Product: C(C)C1=CC=C(C=C1)C1=C(C=CC=C1)Cl (1-ethyl-4-(2-chlorophenyl)benzene). Yield: 64.5%. As a reaction SMILES: C(C1C=CC(C2C=CC=CC=2F)=CC=1)#C.[Cl:16][C:17]1[CH:22]=[CH:21][CH:20]=[CH:19][C:18]=1[C:23]1[CH:28]=[CH:27][C:26]([C:29](=O)[CH3:30])=[CH:25][CH:24]=1.S(=O)(=O)(O)O>C1C=CC=CC=1>[CH2:29]([C:26]1[CH:27]=[CH:28][C:23]([C:18]2[CH:19]=[CH:20][CH:21]=[CH:22][C:17]=2[Cl:16])=[CH:24][CH:25]=1)[CH3:30]. Procedure: The procedure of Example 1 was repeated, except that the 1-ethynyl-4-(2-fluorophenyl)benzene was replaced with 23.1 g of 4'-(2-chlorophenyl)acetophenone, the amount of benzene was increased to 150 ml, the amount of catalyst was increased to 3 g, the amount of sulfuric acid was increased to 2 ml, and the reduction was allowed to proceed for 13 hours. Evaporation of the benzene left a residue which was vacuum distilled to give 14 g of 1-ethyl-4-(2-chlorophenyl)benzene, bp 110°-112°/0.4 mm. The fol... Starting materials: CC1=CC=C(C=C1)CC(=O)O (4-methylphenylacetic acid). Solvent: C(Cl)Cl (methylene chloride). Run at time 36 hour. Product: CC1=CC=C(C=C1)CC(=O)OCCCC (butyl 4-methylphenylacetate). The yield is 176.9%. RXN SMILES: [CH3:1][C:2]1[CH:7]=[CH:6][C:5]([CH2:8][C:9]([OH:11])=[O:10])=[CH:4][CH:3]=1>C(Cl)Cl>[CH3:1][C:2]1[CH:3]=[CH:4][C:5]([CH2:8][C:9]([O:11][CH2:1][CH2:2][CH2:3][CH3:4])=[O:10])=[CH:6][CH:7]=1. Procedure: To a stirred solution of 4-methylphenylacetic acid (20.6 g, 137 mmol) in methylene chloride (100 mL) in a pressure flask cooled on a dry-acetone bath was added isobutene (190 mL) followed by concentrated sulfuric acid (2.5 mL). After 36 hours, the mixture was cooled (dry ice/acetone bath) and isobutene was removed in a slow stream of nitrogen. The residue was treated with 10% NaHCO3, and extracted with methylene chloride (3×100 mL). The combined methylene chloride extract was washed with 10% NaH... Starting materials: NCCCC(C)NC=1C=C(C(=C2C(=CC=NC12)C)OC1=CC(=CC=C1)C(F)(F)F)OC (8-(4-amino-1-methylbutylamino)-6-methoxy-4-methyl-5-(3-trifluoromethylphenoxy)quinoline), base, CC(=O)C (acetone), CC(=O)C (acetone), ( 3A ), C(CCC(=O)O)(=O)O (succinic acid). The reagents and catalysts are [Pt]=O (platinum oxide). The solvent is CCO (EtOH). Reaction conditions: time 5 hour. Product: C(CCC(=O)O)(=O)O.C(C)(C)NCCCC(C)NC=1C=C(C(=C2C(=CC=NC12)C)OC1=CC(=CC=C1)C(F)(F)F)OC (8-((4-Isopropylamino-1-methylbutyl)amino)-6-methoxy-4-methyl-5-(3-trifluoromethylphenoxy)quinoline Succinate). Reaction SMILES: [NH2:1][CH2:2][CH2:3][CH2:4][CH:5]([NH:7][C:8]1[CH:9]=[C:10]([O:30][CH3:31])[C:11]([O:19][C:20]2[CH:25]=[CH:24][CH:23]=[C:22]([C:26]([F:29])([F:28])[F:27])[CH:21]=2)=[C:12]2[C:17]=1[N:16]=[CH:15][CH:14]=[C:13]2[CH3:18])[CH3:6].[CH3:32][C:33]([CH3:35])=O.[C:36]([OH:43])(=[O:42])[CH2:37][CH2:38][C:39]([OH:41])=[O:40]>CCO.[Pt]=O>[C:36]([OH:43])(=[O:42])[CH2:37][CH2:38][C:39]([OH:41])=[O:40].[CH:33]([NH:1][CH2:2][CH2:3][CH2:4][CH:5]([NH:7][C:8]1[CH:9]=[C:10]([O:30][CH3:31])[C:11]([O:19][C:20]2[CH:25]=[CH:24][CH:23]=[C:22]([C:26]([F:27])([F:28])[F:29])[CH:21]=2)=[C:12]2[C:17]=1[N:16]=[CH:15][CH:14]=[C:13]2[CH3:18])[CH3:6])([CH3:35])[CH3:32] |f:5.6|. Procedure details: A solution of 8-(4-amino-1-methylbutylamino)-6-methoxy-4-methyl-5-(3-trifluoromethylphenoxy)quinoline as the free base (4.7 g, 10.8 mmol) prepared as in Example 1 in EtOH (60 mL) containing acetone (1.8 mL), prereduced platinum oxide (0.6 g) and molecular sieves (3A) was reduced on a Parr apparatus at 45 psig for 5 hours. An additional quantity of acetone (0.9 mL) was added and the reduction was continued an additional 18 hours. The catalyst and molecular sieves were filtered (celite) and the so... The reactants are C(CCC)NC(=S)C1=CC=2N(C3=CC=CC=C3SC2C=C1)C(CN1CCCC1)C (N-butyl-10-[(2RS)-1-(1-pyrrolidinyl)-2-propyl]-2-phenothiazinecarbothioamide), mercuric acetate, C(C)(=O)O (acetic acid). The solvent is C(C)OCC (ethyl ether). Run at temperature 20 celsius, time 5 hour. The product is C(CCC)NC(=O)C1=CC=2N(C3=CC=CC=C3SC2C=C1)C(CN1CCCC1)C (N-butyl-10-[(2RS)-1-(1-pyrrolidinyl)-2-propyl]- 2-phenothiazinecarboxamide). Reaction SMILES: [CH2:1]([NH:5][C:6]([C:8]1[CH:21]=[CH:20][C:19]2[S:18][C:17]3[C:12](=[CH:13][CH:14]=[CH:15][CH:16]=3)[N:11]([CH:22]([CH3:29])[CH2:23][N:24]3[CH2:28][CH2:27][CH2:26][CH2:25]3)[C:10]=2[CH:9]=1)=S)[CH2:2][CH2:3][CH3:4].C(O)(=[O:32])C>C(OCC)C>[CH2:1]([NH:5][C:6]([C:8]1[CH:21]=[CH:20][C:19]2[S:18][C:17]3[C:12](=[CH:13][CH:14]=[CH:15][CH:16]=3)[N:11]([CH:22]([CH3:29])[CH2:23][N:24]3[CH2:28][CH2:27][CH2:26][CH2:25]3)[C:10]=2[CH:9]=1)=[O:32])[CH2:2][CH2:3][CH3:4]. Reported procedure: A suspension of N-butyl-10-[(2RS)-1-(1-pyrrolidinyl)-2-propyl]-2-phenothiazinecarbothioamide (1.2 g) and mercuric acetate (1 g) in acetic acid (15 cc) is stirred for 5 hours at a temperature in the region of 20° C. The black suspension obtained is diluted with ethyl ether (25 cc) and filtered. The solid is washed with ethyl ether (2×10 cc). The combined organic phases are concentrated to dryness under reduced pressure (30 mm Hg; 4 kPa) at 50° C. The residue is taken up with ethyl acetate (25 cc)...